The task is: describe an organic reaction: reactants, conditions, products, and yield. This data is from the Open Reaction Database (ORD), a public repository of structured organic reaction records. Starting materials: Fc1c(CBr)ccc(Cl)c1Oc1cc(Cl)cc(Br)c1, CO, ClCCl, N. Product: NCc1ccc(Cl)c(Oc2cc(Cl)cc(Br)c2)c1F. Reaction SMILES: [Br:1][c:2]1[cH:3][c:4]([O:9][c:10]2[c:11]([Cl:19])[cH:12][cH:13][c:14]([CH2:17][Br:18])[c:15]2[F:16])[cH:5][c:6]([Cl:8])[cH:7]1.[CH3:24][OH:25].[Cl:21][CH2:22][Cl:23].[NH3:20]>>[Br:1][c:2]1[cH:3][c:4]([O:9][c:10]2[c:11]([Cl:19])[cH:12][cH:13][c:14]([CH2:17][NH2:20])[c:15]2[F:16])[cH:5][c:6]([Cl:8])[cH:7]1. Starting materials: Cl.NC1=NN2C(N(C(=C([C@H]2C2=CC=C(C=C2)C#N)C#N)C)C2=CC(=CC=C2)C(F)(F)F)=N1 ((7R)-2-amino-7-(4-cyanophenyl)-5-methyl-4-[3-(trifluoromethyl)phenyl]-4,7-dihydro[1,2,4]triazolo[1,5-a]pyrimidine-6-carbonitrile hydrochloride), C1(CCCCC1)C(=O)Cl (cyclohexanecarbonyl chloride). The solvent is N1=CC=CC=C1 (pyridine). Run at time 12 hour. The product is C(#N)C1=C(N(C=2N([C@@H]1C1=CC=C(C=C1)C#N)N=C(N2)NC(=O)C2CCCCC2)C2=CC(=CC=C2)C(F)(F)F)C (N-{(7R)-6-Cyano-7-(4-cyanophenyl)-5-methyl-4-[3-(trifluoromethyl)phenyl]-4,7-dihydro[1,2,4]triazolo[1,5-a]pyrimidin-2-yl}cyclohexanecarboxamide). Reaction SMILES: Cl.[NH2:2][C:3]1[N:32]=[C:6]2[N:7]([C:22]3[CH:27]=[CH:26][CH:25]=[C:24]([C:28]([F:31])([F:30])[F:29])[CH:23]=3)[C:8]([CH3:21])=[C:9]([C:19]#[N:20])[C@@H:10]([C:11]3[CH:16]=[CH:15][C:14]([C:17]#[N:18])=[CH:13][CH:12]=3)[N:5]2[N:4]=1.[CH:33]1([C:39](Cl)=[O:40])[CH2:38][CH2:37][CH2:36][CH2:35][CH2:34]1>N1C=CC=CC=1>[C:19]([C:9]1[C@@H:10]([C:11]2[CH:16]=[CH:15][C:14]([C:17]#[N:18])=[CH:13][CH:12]=2)[N:5]2[N:4]=[C:3]([NH:2][C:39]([CH:33]3[CH2:38][CH2:37][CH2:36][CH2:35][CH2:34]3)=[O:40])[N:32]=[C:6]2[N:7]([C:22]2[CH:27]=[CH:26][CH:25]=[C:24]([C:28]([F:29])([F:31])[F:30])[CH:23]=2)[C:8]=1[CH3:21])#[N:20] |f:0.1|. Procedure: Under an atmosphere of argon protective gas, (7R)-2-amino-7-(4-cyanophenyl)-5-methyl-4-[3-(trifluoromethyl)phenyl]-4,7-dihydro[1,2,4]triazolo[1,5-a]pyrimidine-6-carbonitrile hydrochloride (13 mg, 28 mmol) was dissolved in abs. pyridine (0.65 ml). At room temperature, cyclohexanecarbonyl chloride (8.3 mg, 57 mmol, 2 eq.) was added. After 12 h, analysis of the reaction by HPLC showed substantial conversion. The reaction mixture was concentrated under reduced pressure and purified by preparative HP... Starting materials: C1CCNCC1, CC(=O)O, Cc1ccccc1, O=Cc1ccc2c(c1)OCO2, O, COC(=O)CC(=O)c1cc(OC(C)C)ccc1O. Yields the product COC(=O)C1C(=O)c2cc(OC(C)C)ccc2OC1c1ccc2c(c1)OCO2. Reaction SMILES: [CH2:30]1[CH2:31][CH2:32][NH:33][CH2:34][CH2:35]1.[CH3:36][C:37](=[O:38])[OH:39].[CH3:40][c:41]1[cH:42][cH:43][cH:44][cH:45][cH:46]1.[CH:1](=[O:2])[c:3]1[cH:4][cH:5][c:6]2[c:10]([cH:11]1)[O:9][CH2:8][O:7]2.[OH2:47].[OH:12][c:13]1[c:14]([C:23]([CH2:24][C:25](=[O:26])[O:27][CH3:28])=[O:29])[cH:15][c:16]([O:19][CH:20]([CH3:21])[CH3:22])[cH:17][cH:18]1>>[CH:1]1([c:3]2[cH:4][cH:5][c:6]3[c:10]([cH:11]2)[O:9][CH2:8][O:7]3)[O:2][c:13]2[c:14]([cH:15][c:16]([O:19][CH:20]([CH3:21])[CH3:22])[cH:17][cH:18]2)[C:23](=[O:29])[CH:24]1[C:25](=[O:26])[O:27][CH3:28]. Starting materials: O=C1C(C(OC1C)C)C(=O)OCC (4-oxo-2,5-dimethyl-3-carboethoxytetrahydrofuran), CO (methanol). Solvent: C(C1=CC=CC=C1)O (benzyl alcohol). The product is O=C1C(C(OC1C)C)C(=O)OCC1=CC=CC=C1 (4-oxo-2,5-dimethyl-3-carbobenzyloxytetrahydrofuran). Isolated yield 168.7%. RXN SMILES: [O:1]=[C:2]1[CH:6]([CH3:7])[O:5][CH:4]([CH3:8])[CH:3]1[C:9]([O:11][CH2:12][CH3:13])=[O:10].CO>C(O)C1C=CC=CC=1>[O:1]=[C:2]1[CH:6]([CH3:7])[O:5][CH:4]([CH3:8])[CH:3]1[C:9]([O:11][CH2:12][C:13]1[CH:7]=[CH:6][CH:2]=[CH:3][CH:4]=1)=[O:10]. Procedure details: 40 g of 4-oxo-2,5-dimethyl-3-carboethoxytetrahydrofuran in 200 ml of benzyl alcohol are heated at 180°-200° C. The methanol formed is distilled off. The excess benzyl alcohol is distilled off under reduced pressure and the residue is fractionated. 45 g (corresponding to 78% of theory) of 4-oxo-2,5-dimethyl-3-carbobenzyloxytetrahydrofuran of boiling point 102° C/0.02 mm Hg and refractive index nD25 = 1.5070 are obtained. The reactants are C(C)(C)(C)OC(N[C@@H]([C@@H](C)C1CC=C(CC1)C1=CC=CC=2N1N=CN2)C(=O)N2CC(CC2)(F)F)=O (tert-Butyl[(1S,2S)-1-[(3,3-difluoropyrrolidin-1-yl)carbonyl]-2-(4-[1,2,4]triazolo[1,5-a]pyridin-5-ylcyclohex-3-en-1-yl)propyl]carbamate), [H][H] (hydrogen). Procedure: The material from Step B (0.13 g, 0.27 mmol) was hydrogenated at 50 psi hydrogen in the presence of 10% palladium on carbon (0.13 g) in methanol (5 mL) containing 30 drops of acetic acid using a Parr shaker. After 1 h, the reaction mixture was filtered by passage through a syringe filter. The filtrate was concentrated and the residue was dissolved in chloroform and washed with saturated aqueous sodium bicarbonate. The organic layer was dried (anhydrous sodium sulfate) and concentrated in vacuo. ... The solvent is CO (methanol). Reagents/catalysts: C(C)(=O)O (acetic acid), [Pd] (palladium on carbon). Reaction SMILES: [C:1]([O:5][C:6](=[O:35])[NH:7][C@H:8]([C:26]([N:28]1[CH2:32][CH2:31][C:30]([F:34])([F:33])[CH2:29]1)=[O:27])[C@H:9]([CH:11]1[CH2:16][CH2:15][C:14]([C:17]2[N:22]3[N:23]=[CH:24][N:25]=[C:21]3[CH:20]=[CH:19][CH:18]=2)=[CH:13][CH2:12]1)[CH3:10])([CH3:4])([CH3:3])[CH3:2].[H][H]>[Pd].CO.C(O)(=O)C>[C:1]([O:5][C:6](=[O:35])[NH:7][C@H:8]([C:26]([N:28]1[CH2:32][CH2:31][C:30]([F:34])([F:33])[CH2:29]1)=[O:27])[C@H:9]([CH:11]1[CH2:12][CH2:13][CH:14]([C:17]2[N:22]3[N:23]=[CH:24][N:25]=[C:21]3[CH:20]=[CH:19][CH:18]=2)[CH2:15][CH2:16]1)[CH3:10])([CH3:2])([CH3:3])[CH3:4]. Conditions: time 1 hour. Product: C(C)(C)(C)OC(N[C@@H]([C@@H](C)C1CCC(CC1)C1=CC=CC=2N1N=CN2)C(=O)N2CC(CC2)(F)F)=O (tert-Butyl[(1S,2S)-1-[(3,3-difluoropyrrolidin-1-yl)carbonyl]-2-(4-[1,2,4]triazolo[1,5-a]pyridin-5-ylcyclohexyl)propyl]carbamate). Reactants: CN(CCNC(=O)OC(C)(C)C)C1COc2ccccc2-c2c(C3CCCCC3)c3ccc(C(=O)O)cc3n2C1, CN(C)c1ccncc1, CCN=C=NCCCN(C)C, NS(=O)(=O)CCCCl, ClCCl, Cl. The product is CN(CCNC(=O)OC(C)(C)C)C1COc2ccccc2-c2c(C3CCCCC3)c3ccc(C(=O)NS(=O)(=O)CCCCl)cc3n2C1. Reaction SMILES: [C:21]([CH3:22])([CH3:23])([CH3:24])[O:25][C:26](=[O:27])[NH:28][CH2:29][CH2:30][N:31]([CH:32]1[CH2:33][O:34][c:35]2[c:36]([cH:56][cH:57][cH:58][cH:59]2)-[c:37]2[n:38]([c:40]3[cH:41][c:42]([C:53](=[O:54])[OH:55])[cH:43][cH:44][c:45]3[c:46]2[CH:47]2[CH2:48][CH2:49][CH2:50][CH2:51][CH2:52]2)[CH2:39]1)[CH3:60].[CH3:61][N:62]([c:63]1[cH:64][cH:65][n:66][cH:67][cH:68]1)[CH3:69].[CH3:9][CH2:10][N:11]=[C:12]=[N:13][CH2:14][CH2:15][CH2:16][N:17]([CH3:18])[CH3:19].[Cl:1][CH2:2][CH2:3][CH2:4][S:5](=[O:6])(=[O:7])[NH2:8].[Cl:70][CH2:71][Cl:72].[ClH:20]>>[Cl:1][CH2:2][CH2:3][CH2:4][S:5](=[O:6])(=[O:7])[NH:8][C:53]([c:42]1[cH:41][c:40]2[n:38]3[c:37]([c:46]([CH:47]4[CH2:48][CH2:49][CH2:50][CH2:51][CH2:52]4)[c:45]2[cH:44][cH:43]1)-[c:36]1[c:35]([cH:59][cH:58][cH:57][cH:56]1)[O:34][CH2:33][CH:32]([N:31]([CH2:30][CH2:29][NH:28][C:26]([O:25][C:21]([CH3:22])([CH3:23])[CH3:24])=[O:27])[CH3:60])[CH2:39]3)=[O:54]. The reactants are O=C([O-])[O-], CCNC(=O)c1ccc(-n2nnc(C(=O)NC3CC3)c2COS(C)(=O)=O)cc1, CCO, CCOC(C)=O, CCCCCC, [K+], [K+], [Na+], [S-]c1ccccc1. The product is CCNC(=O)c1ccc(-n2nnc(C(=O)NC3CC3)c2CSc2ccccc2)cc1. RXN SMILES: [C:29](=[O:30])([O-:31])[O-:32].[CH3:1][S:2]([O:3][CH2:6][c:7]1[c:8]([C:23](=[O:24])[NH:25][CH:26]2[CH2:27][CH2:28]2)[n:9][n:10][n:11]1-[c:12]1[cH:13][cH:14][c:15]([C:18](=[O:19])[NH:20][CH2:21][CH3:22])[cH:16][cH:17]1)(=[O:4])=[O:5].[CH3:43][CH2:44][OH:45].[CH3:46][CH2:47][O:48][C:49](=[O:50])[CH3:51].[CH3:52][CH2:53][CH2:54][CH2:55][CH2:56][CH3:57].[K+:33].[K+:34].[Na+:42].[S-:35][c:36]1[cH:37][cH:38][cH:39][cH:40][cH:41]1>>[CH2:6]([c:7]1[c:8]([C:23](=[O:24])[NH:25][CH:26]2[CH2:27][CH2:28]2)[n:9][n:10][n:11]1-[c:12]1[cH:13][cH:14][c:15]([C:18](=[O:19])[NH:20][CH2:21][CH3:22])[cH:16][cH:17]1)[S:35][c:36]1[cH:37][cH:38][cH:39][cH:40][cH:41]1.